This data is from the Open Reaction Database (ORD), a public repository of structured organic reaction records. The task is: describe an organic reaction: reactants, conditions, products, and yield As a reaction SMILES: [CH2:8]1[CH2:9][CH2:10][NH:11][CH2:12][CH2:13]1.[CH3:14][c:15]1[cH:16][cH:17][cH:18][cH:19][cH:20]1.[Cl:1][c:2]1[cH:3][cH:4][cH:5][cH:6][cH:7]1>>[c:2]1([N:11]2[CH2:10][CH2:9][CH2:8][CH2:13][CH2:12]2)[cH:3][cH:4][cH:5][cH:6][cH:7]1. The product is c1ccc(N2CCCCC2)cc1. Starting materials: C1CCNCC1, Cc1ccccc1, Clc1ccccc1. Reactants: [OH-].[Na+] (sodium hydroxide), N(=O)[O-].[Na+] (sodium nitrite), O (water), NC1=C(SC=2C1=NC=CC2)C(=O)OC (methyl 3-aminothieno[3,2-b]pyridine-2-carboxylate). Solvent: [PH2](=O)O (hypophosphorous acid). Conditions: time 3 hour. The product is S1C(=CC2=NC=CC=C21)C(=O)OC (Methyl thieno[3,2-b]pyridine-2-carboxylate). RXN SMILES: N[C:2]1[C:6]2=[N:7][CH:8]=[CH:9][CH:10]=[C:5]2[S:4][C:3]=1[C:11]([O:13][CH3:14])=[O:12].N([O-])=O.[Na+].O.[OH-].[Na+]>[PH2](O)=O>[S:4]1[C:5]2[C:6](=[N:7][CH:8]=[CH:9][CH:10]=2)[CH:2]=[C:3]1[C:11]([O:13][CH3:14])=[O:12] |f:1.2,4.5|. Reported procedure: To a solution of methyl 3-aminothieno[3,2-b]pyridine-2-carboxylate (C-2) (930 mg, 4.47 mmol) in hypophosphorous acid (35 mL) chilled in an ice bath was added sodium nitrite (620 mg, 8.98 mmol) in a minimal amount of water. The reaction mixture was stirred for 3 h in an ice bath, and then the pH was adjusted to about 7.0 with 30% aqueous sodium hydroxide solution. The resulting mixture was extracted with EtOAc. The combined organic layers were dried and concentrated to afford the title compound. ... Starting materials: O=C([O-])O, CCOC(C)=O, COC(CN(C(=O)CCOCCc1cccc(-c2cnn(C)c2)c1)C1CCCCC1)OC, ClCCl, [Na+], O, Cc1ccc(S(=O)(=O)O)cc1. The product is Cn1cc(-c2cccc(CCOCCC(=O)N(CC=O)C3CCCCC3)c2)cn1. Reaction SMILES: [C:51](=[O:52])([O-:53])[OH:54].[CH3:45][CH2:46][O:47][C:48](=[O:49])[CH3:50].[CH:1]1([N:7]([C:8]([CH2:9][CH2:10][O:11][CH2:12][CH2:13][c:14]2[cH:15][c:16](-[c:20]3[cH:21][n:22][n:23]([CH3:25])[cH:24]3)[cH:17][cH:18][cH:19]2)=[O:26])[CH2:27][CH:28]([O:29][CH3:32])[O:30][CH3:31])[CH2:2][CH2:3][CH2:4][CH2:5][CH2:6]1.[Cl:56][CH2:57][Cl:58].[Na+:55].[OH2:33].[c:34]1([CH3:35])[cH:36][cH:37][c:38]([S:39]([OH:40])(=[O:41])=[O:42])[cH:43][cH:44]1>>[CH:1]1([N:7]([C:8]([CH2:9][CH2:10][O:11][CH2:12][CH2:13][c:14]2[cH:15][c:16](-[c:20]3[cH:21][n:22][n:23]([CH3:25])[cH:24]3)[cH:17][cH:18][cH:19]2)=[O:26])[CH2:27][CH:28]=[O:29])[CH2:2][CH2:3][CH2:4][CH2:5][CH2:6]1. The reactants are C(C1=CC=CC=C1)(=O)OC[C@@H]1[C@H]([C@@H](C=CO1)O)O (6-O-benzoylglucal), C(C)(=O)OC=C (vinyl acetate). Conditions: time 5 hour. Product: C(C)(=O)O[C@@H]1C=CO[C@@H]([C@H]1O)COC(C1=CC=CC=C1)=O (3-O-acetyl-6-O-benzoylglucal). Yield: 88.0%. Reaction SMILES: [C:1]([O:9][CH2:10][C@H:11]1[O:16][CH:15]=[CH:14][C@@H:13]([OH:17])[C@@H:12]1[OH:18])(=[O:8])[C:2]1[CH:7]=[CH:6][CH:5]=[CH:4][CH:3]=1.[C:19](OC=C)(=[O:21])[CH3:20]>>[C:19]([O:17][C@H:13]1[C@H:12]([OH:18])[C@@H:11]([CH2:10][O:9][C:1](=[O:8])[C:2]2[CH:3]=[CH:4][CH:5]=[CH:6][CH:7]=2)[O:16][CH:15]=[CH:14]1)(=[O:21])[CH3:20]. Procedure: 1.0 g (4 mmol) of 6-O-benzoylglucal is taken up in 10-20 ml of vinyl acetate and stirred with 1 g of lipase (Pseudomonas spec.) at room temperature for 5 h. Filtering off the enzyme and crystallization or chromatography on silica gel (ethyl acetate/hexane 1:1) yields 3-O-acetyl-6-O-benzoylglucal in 88-94% yield (1.03-1.10 g). The reactants are CN1CC=2N(C3=C(C1=O)C=CC=C3)C=NC2C(=O)OCC (ethyl 5,6-dihydro-5-methyl-6-oxo-4H-imidazo[1,5-a][1,4]benzodiazepine-3-carboxylate), [Cl-].[NH4+] (ammonium chloride), N (ammonia). Solvent: CO (methanol). Conditions: temperature 120 celsius, time 12 hour. Yields the product CN1CC=2N(C3=C(C1=O)C=CC=C3)C=NC2C(=O)N (5,6-dihydro-5-methyl-6-oxo-4H-imidazo[1,5-a][1,4]benzodiazepine-3-carboxamide). RXN SMILES: [CH3:1][N:2]1[C:8](=[O:9])[C:7]2[CH:10]=[CH:11][CH:12]=[CH:13][C:6]=2[N:5]2[CH:14]=[N:15][C:16]([C:17]([O:19]CC)=O)=[C:4]2[CH2:3]1.[Cl-].[NH4+:23].N>CO>[CH3:1][N:2]1[C:8](=[O:9])[C:7]2[CH:10]=[CH:11][CH:12]=[CH:13][C:6]=2[N:5]2[CH:14]=[N:15][C:16]([C:17]([NH2:23])=[O:19])=[C:4]2[CH2:3]1 |f:1.2|. Procedure details: A mixture of 10.0 g of ethyl 5,6-dihydro-5-methyl-6-oxo-4H-imidazo[1,5-a][1,4]benzodiazepine-3-carboxylate, 200 ml of methanol, 0.5 g of ammonium chloride and 30 g of ammonia (100%) is stirred in an autoclave under nitrogen (40 bar) at a temperature of 120° C. for 12 hours. After cooling and discharging the over-pressure, the mixture is evaporated to dryness. After partition of the residue between methylene chloride and water, the organic phase is dried and evaporated. The residue is recrystalli... The reactants are C=CCS, CC#N, O=S(=O)([O-])C(F)(F)F, O=S(=O)([O-])C(F)(F)F, O=S(=O)([O-])C(F)(F)F, [Sc+3], COC(=O)C1CC(O)(c2ccc(-c3ccccc3)cc2)CN1C(=O)OCc1ccccc1. Product: C=CCSC1(c2ccc(-c3ccccc3)cc2)CC(C(=O)OC)N(C(=O)OCc2ccccc2)C1. RXN SMILES: [CH2:33]([CH:34]=[CH2:35])[SH:36].[CH3:37][C:38]#[N:39].[F:40][C:41]([F:42])([F:43])[S:44]([O-:45])(=[O:46])=[O:47].[F:49][C:50]([F:51])([F:52])[S:53]([O-:54])(=[O:55])=[O:56].[F:57][C:58]([F:59])([F:60])[S:61]([O-:62])(=[O:63])=[O:64].[Sc+3:48].[c:1]1(-[c:27]2[cH:28][cH:29][cH:30][cH:31][cH:32]2)[cH:2][cH:3][c:4]([C:7]2([OH:26])[CH2:8][CH:9]([C:22](=[O:23])[O:24][CH3:25])[N:10]([C:12](=[O:13])[O:14][CH2:15][c:16]3[cH:17][cH:18][cH:19][cH:20][cH:21]3)[CH2:11]2)[cH:5][cH:6]1>>[c:1]1(-[c:27]2[cH:28][cH:29][cH:30][cH:31][cH:32]2)[cH:2][cH:3][c:4]([C:7]2([S:36][CH2:33][CH:34]=[CH2:35])[CH2:8][CH:9]([C:22](=[O:23])[O:24][CH3:25])[N:10]([C:12](=[O:13])[O:14][CH2:15][c:16]3[cH:17][cH:18][cH:19][cH:20][cH:21]3)[CH2:11]2)[cH:5][cH:6]1. Reactants: C1CCNCC1, Cc1c(C=O)[nH]c2c1C(=O)N(CCN1CCCCC1)CCC2, CCO, O=C1Cc2cc(S(=O)(=O)Cc3c(Cl)cccc3Cl)ccc2N1. Product: Cc1c(C=C2C(=O)Nc3ccc(S(=O)(=O)Cc4c(Cl)cccc4Cl)cc32)[nH]c2c1C(=O)N(CCN1CCCCC1)CCC2. Reaction SMILES: [CH2:45]1[CH2:46][CH2:47][NH:48][CH2:49][CH2:50]1.[CH3:1][c:2]1[c:3]([CH:21]=[O:22])[nH:4][c:5]2[c:6]1[C:7](=[O:20])[N:8]([CH2:12][CH2:13][N:14]1[CH2:15][CH2:16][CH2:17][CH2:18][CH2:19]1)[CH2:9][CH2:10][CH2:11]2.[CH3:51][CH2:52][OH:53].[Cl:23][c:24]1[c:25]([CH2:31][S:32](=[O:33])(=[O:34])[c:35]2[cH:36][c:37]3[c:41]([cH:42][cH:43]2)[NH:40][C:39](=[O:44])[CH2:38]3)[c:26]([Cl:30])[cH:27][cH:28][cH:29]1>>[CH3:1][c:2]1[c:3]([CH:21]=[C:38]2[c:37]3[cH:36][c:35]([S:32]([CH2:31][c:25]4[c:24]([Cl:23])[cH:29][cH:28][cH:27][c:26]4[Cl:30])(=[O:33])=[O:34])[cH:43][cH:42][c:41]3[NH:40][C:39]2=[O:44])[nH:4][c:5]2[c:6]1[C:7](=[O:20])[N:8]([CH2:12][CH2:13][N:14]1[CH2:15][CH2:16][CH2:17][CH2:18][CH2:19]1)[CH2:9][CH2:10][CH2:11]2.